From a dataset of the Open Reaction Database (ORD), a public repository of structured organic reaction records. describe an organic reaction: reactants, conditions, products, and yield Reactants: CN1CCCC1=O, [Cu], CI, [K+], [OH-], O, c1ccc(Nc2cccc3ccccc23)cc1. The product is CN(c1ccccc1)c1cccc2ccccc12. Reaction SMILES: [CH3:23][N:24]1[CH2:25][CH2:26][CH2:27][C:28]1=[O:29].[Cu:30].[I:18][CH3:19].[K+:21].[OH-:20].[OH2:22].[c:1]1([NH:7][c:8]2[cH:9][cH:10][cH:11][c:12]3[cH:13][cH:14][cH:15][cH:16][c:17]23)[cH:2][cH:3][cH:4][cH:5][cH:6]1>>[c:1]1([N:7]([c:8]2[cH:9][cH:10][cH:11][c:12]3[cH:13][cH:14][cH:15][cH:16][c:17]23)[CH3:19])[cH:2][cH:3][cH:4][cH:5][cH:6]1. Reactants: ClC=1C=C(C=CC1)CC(=O)NC1=CC=C(C=C1)S(=O)(=O)C1=CC(=CC=C1)Cl (3-chlorophenyl-4'-(m-chlorophenylsulfonyl)acetanilide), CN (methylamine). The solvent is C(C)O (ethanol). Yields the product ClC=1C=C(C=CC1)S(=O)(=O)C1=CC=C(NC(CNC)=O)C=C1 (4'-(m-Chlorophenylsulfonyl)-2-methylamino-acetanilide). Reaction SMILES: ClC1C=C([CH2:8][C:9]([NH:11][C:12]2[CH:17]=[CH:16][C:15]([S:18]([C:21]3[CH:26]=[CH:25][CH:24]=[C:23]([Cl:27])[CH:22]=3)(=[O:20])=[O:19])=[CH:14][CH:13]=2)=[O:10])C=CC=1.[CH3:28][NH2:29]>C(O)C>[Cl:27][C:23]1[CH:22]=[C:21]([S:18]([C:15]2[CH:16]=[CH:17][C:12]([NH:11][C:9](=[O:10])[CH2:8][NH:29][CH3:28])=[CH:13][CH:14]=2)(=[O:20])=[O:19])[CH:26]=[CH:25][CH:24]=1. Procedure details: A mixture of 6.0 g of 3-chlorophenyl-4'-(m-chlorophenylsulfonyl)acetanilide, 1100 ml of methylamine and 20 ml of ethanol was refluxed for 3.5 hours. The solvent was evaporated and the residue partitioned between dichloromethane and water. The dichloromethane portion was evaporated and the residue crystallized from ethanol giving 2.48 g of the desired product, mp 110°-112° C.